This data is from the Open Reaction Database (ORD), a public repository of structured organic reaction records. The task is: describe an organic reaction: reactants, conditions, products, and yield Starting materials: ClC=1C=C2C(CN(CC2=C(C1)Cl)C)C=1C=C(C=CC1)S(=O)(=O)Cl (3-(6,8-dichloro-2-methyl-1,2,3,4-tetrahydroisoquinolin-4-yl)benzene-1-sulfonyl chloride), hydrochloride salt, ClC1=C(C=CC(=C1)Cl)CNC (1-(2,4-dichlorophenyl)-N-methylmethanamine). The product is ClC=1C=C2C(CN(CC2=C(C1)Cl)CC)C=1C=C(C=CC1)S(=O)(=O)Cl (3-(6,8-dichloro-2-ethyl-1,2,3,4-tetrahydroisoquinolin-4-yl)benzene-1-sulfonyl chloride). Reaction SMILES: [Cl:1][C:2]1[CH:3]=[C:4]2[C:9](=[C:10]([Cl:12])[CH:11]=1)[CH2:8][N:7]([CH3:13])[CH2:6][CH:5]2[C:14]1[CH:15]=[C:16]([S:20]([Cl:23])(=[O:22])=[O:21])[CH:17]=[CH:18][CH:19]=1.Cl[C:25]1C=C(Cl)C=CC=1CNC>>[Cl:1][C:2]1[CH:3]=[C:4]2[C:9](=[C:10]([Cl:12])[CH:11]=1)[CH2:8][N:7]([CH2:13][CH3:25])[CH2:6][CH:5]2[C:14]1[CH:15]=[C:16]([S:20]([Cl:23])(=[O:22])=[O:21])[CH:17]=[CH:18][CH:19]=1. Procedure details: Using procedures outlined in Example 1 to prepare intermediate 1.6, substituting N-(2,4-dichlorobenzyl)ethanamine for 1-(2,4-dichlorophenyl)-N-methylmethanamine, the title compound was prepared as a hydrochloride salt.